This data is from the Open Reaction Database (ORD), a public repository of structured organic reaction records. The task is: describe an organic reaction: reactants, conditions, products, and yield Starting materials: solution, C[O-].[Na+] (sodium methoxide), CO (methanol), C(C1=CC=CC=C1)SC1=NN=C2N1C(=NC(=C2)F)SC (3-benzylthio-7-fluoro-5-methylthio-1,2,4-triazolo[4,3-c]pyrimidine), C(C1=CC=CC=C1)SC1=NN2C(=NC(=CC2=N1)F)SC (2-benzylthio-7-fluoro-5-methylthio-1,2,4-triazolo[1,5-c]pyrimidine), C(\C=C/C(=O)OCC)(=O)OCC (diethyl maleate). The solvent is C(C)(=O)O (Acetic acid), C(C)O (ethanol). Product: C(C1=CC=CC=C1)SC1=NN2C(=NC(=CC2=N1)F)OC (2-Benzylthio-7-fluoro-5-methoxy-1,2,4-triazolo[1,5-c]pyrimidine). The yield is 56.7%. Reaction SMILES: C[O-].[Na+].CO.[CH2:6]([S:13][C:14]1[N:18]2[C:19](SC)=[N:20][C:21]([F:23])=[CH:22][C:17]2=[N:16][N:15]=1)[C:7]1[CH:12]=[CH:11][CH:10]=[CH:9][CH:8]=1.C(SC1N=C2N(C(SC)=NC(F)=C2)N=1)C1C=CC=CC=1.C(OCC)(=O)/C=C\[C:49](OCC)=[O:50]>C(O)C.C(O)(=O)C>[CH2:6]([S:13][C:14]1[N:18]=[C:17]2[N:16]([C:19]([O:50][CH3:49])=[N:20][C:21]([F:23])=[CH:22]2)[N:15]=1)[C:7]1[CH:12]=[CH:11][CH:10]=[CH:9][CH:8]=1 |f:0.1|. Procedure details: A 25 percent solution of sodium methoxide in methanol (1.9 ml, 0.0085 mol) was added to a solution of 19.9 g (0.065 mol) of 3-benzylthio-7-fluoro-5-methylthio-1,2,4-triazolo[4,3-c]pyrimidine containing a small amount of 2-benzylthio-7-fluoro-5-methylthio-1,2,4-triazolo[1,5-c]pyrimidine and 11.2 g (0.065 mol) of diethyl maleate in 250 ml of ethanol at ambient temperature with stirring and allowed to react for about 1 hour. Acetic acid (4 ml) was then added and the volatiles were removed by evapor... The reactants are C(C)C1C(CC(C(C(OC(C2CCCCN2C(C(C2(C(CC(C(C(CC(CC(=C1)C)C)OC)O2)OC)C)O)=O)=O)=O)C(=CC2CC(C(CC2)O)O)C)C)O)=O (17-ethyl-1,14-dihydroxy-12-[2'-(4",3"-dihydroxycyclohexyl)-1'-methylvinyl]-23,25-dimethoxy-13,19,21,27-tetramethyl-11,28-dioxa-4-azatricyclo[22.3.1.04,9 ]octacos-18-ene-2,3,10,16-tetraone), FC(S(=O)(=O)O)(F)F (Trifluoromethanesulfonic acid). The solvent is ClC(C(OCC#CC)=N)(Cl)Cl (2-butynyl trichloroacetimidate). The product is C(C)C1C(CC(C(C(OC(C2CCCCN2C(C(C2(C(CC(C(C(CC(CC(=C1)C)C)OC)O2)OC)C)O)=O)=O)=O)C(=CC2CC(C(CC2)OCC#CC)O)C)C)O)=O (17-Ethyl-1,14-dihydroxy-12-[2'-(4"-(2-butynyloxy)-3"-hydroxycyclohexyl)-1'-methylvinyl]-23,25-dimethoxy-13,19,21,27-tetramethyl-11,28-dioxa-4-azatricyclo[22.3.1.04,9 ]octacos-18-ene-2,3,10,16-tetraone). Reaction SMILES: [CH2:1]([CH:3]1[CH:29]=[C:28]([CH3:30])[CH2:27][CH:26]([CH3:31])[CH2:25][CH:24]([O:32][CH3:33])[CH:23]2[O:34][C:19]([OH:38])([CH:20]([CH3:37])[CH2:21][CH:22]2[O:35][CH3:36])[C:18](=[O:39])[C:17](=[O:40])[N:16]2[CH:11]([CH2:12][CH2:13][CH2:14][CH2:15]2)[C:10](=[O:41])[O:9][CH:8]([C:42]([CH3:52])=[CH:43][CH:44]2[CH2:49][CH2:48][CH:47]([OH:50])[CH:46]([OH:51])[CH2:45]2)[CH:7]([CH3:53])[CH:6]([OH:54])[CH2:5][C:4]1=[O:55])[CH3:2].FC(F)(F)S(O)(=O)=O>ClC(Cl)(Cl)C(=N)OCC#CC>[CH2:1]([CH:3]1[CH:29]=[C:28]([CH3:30])[CH2:27][CH:26]([CH3:31])[CH2:25][CH:24]([O:32][CH3:33])[CH:23]2[O:34][C:19]([OH:38])([CH:20]([CH3:37])[CH2:21][CH:22]2[O:35][CH3:36])[C:18](=[O:39])[C:17](=[O:40])[N:16]2[CH:11]([CH2:12][CH2:13][CH2:14][CH2:15]2)[C:10](=[O:41])[O:9][CH:8]([C:42]([CH3:52])=[CH:43][CH:44]2[CH2:49][CH2:48][CH:47]([O:50][CH2:2][C:1]#[C:3][CH3:4])[CH:46]([OH:51])[CH2:45]2)[CH:7]([CH3:53])[CH:6]([OH:54])[CH2:5][C:4]1=[O:55])[CH3:2]. Reported procedure: To a solution of 17-ethyl-1,14-dihydroxy-12-[2'-(4",3"-dihydroxycyclohexyl)-1'-methylvinyl]-23,25-dimethoxy-13,19,21,27-tetramethyl-11,28-dioxa-4-azatricyclo[22.3.1.04,9 ]octacos-18-ene-2,3,10,16-tetraone (50 mg in 1.5 ml 33% methylene chloride in cyclohexane) is added 2-butynyl trichloroacetimidate (20 μl neat) and the reagents are allowed to mix for 5 minutes. Trifluoromethanesulfonic acid (2 μl neat) is added slowly via syringe and the mixture stirred at room temperature. After 16 hours the r...